This data is from the Open Reaction Database (ORD), a public repository of structured organic reaction records. The task is: describe an organic reaction: reactants, conditions, products, and yield Reactants: solution, Cl (hydrogen chloride), CN(CCOC1=CC(=C(C=C1)NC1=C2C(N(C(C2=CC=C1)=O)C1C(NC(CC1)=O)=O)=O)OC)C (4-[4-(2-Dimethylaminoethoxy)-2-methoxyphenylamino]-2-(2,6-dioxo-piperidin-3-yl)-isoindole-1,3-dione). Solvent: CCOCC (ether), C(Cl)Cl.CO (methylene chloride methanol). Conditions: time 1 hour. The product is Cl.CN(CCOC1=CC(=C(C=C1)NC1=C2C(N(C(C2=CC=C1)=O)C1C(NC(CC1)=O)=O)=O)OC)C (4-[4-(2-DIMETHYLAMINOETHOXY)-2-METHOXYPHENYL AMINO]-2-(2,6-DIOXOPIPERIDIN-3-YL)ISOINDOLE-1,3-DIONE HYDROCHLORIDE). RXN SMILES: [CH3:1][N:2]([CH3:34])[CH2:3][CH2:4][O:5][C:6]1[CH:11]=[CH:10][C:9]([NH:12][C:13]2[CH:21]=[CH:20][CH:19]=[C:18]3[C:14]=2[C:15](=[O:31])[N:16]([CH:23]2[CH2:28][CH2:27][C:26](=[O:29])[NH:25][C:24]2=[O:30])[C:17]3=[O:22])=[C:8]([O:32][CH3:33])[CH:7]=1.[ClH:35]>C(Cl)Cl.CO.CCOCC>[ClH:35].[CH3:1][N:2]([CH3:34])[CH2:3][CH2:4][O:5][C:6]1[CH:11]=[CH:10][C:9]([NH:12][C:13]2[CH:21]=[CH:20][CH:19]=[C:18]3[C:14]=2[C:15](=[O:31])[N:16]([CH:23]2[CH2:28][CH2:27][C:26](=[O:29])[NH:25][C:24]2=[O:30])[C:17]3=[O:22])=[C:8]([O:32][CH3:33])[CH:7]=1 |f:2.3,5.6|. Reported procedure: 4-[4-(2-Dimethylaminoethoxy)-2-methoxyphenylamino]-2-(2,6-dioxo-piperidin-3-yl)-isoindole-1,3-dione (0.45 g, 1.0 mmol) was dissolved in 9:1 methylene chloride-methanol (30 mL) and a 2 M solution of hydrogen chloride in ether (2.0 mL) was added. The mixture was stirred at room temperature for 1 hour, and was evaporated under vacuum. The residue was triturated with ether and filtered, providing 0.49 g, in quantitative yield: mp>260° C.; 1H NMR (DMSO-d6) δ 2.04-2.09 (m, 1H), 2.57-2.64 (m, 2H), 2.84... Reactants: Cl (HCl), C(C)OC=1C(=C(C=O)C(=CC1)F)B1OC(C(O1)(C)C)(C)C (3-Ethoxy-6-fluoro-2-(4,4,5,5-tetramethyl-[1,3,2]dioxaborolan-2-yl)-benzaldehyde), [OH-].[Na+] (NaOH), [N+](=O)([O-])C (nitromethane). The solvent is O (H2O). Reaction conditions: time 10 minute. Product: C(C)OC1=CC=C(C2=C1B(OC2C[N+](=O)[O-])O)F (7-Ethoxy-4-fluoro-3-nitromethyl-3H-benzo[c][1,2]oxaborol-1-ol). The yield is 118.8%. Reaction SMILES: [CH2:1]([O:3][C:4]1[C:5]([B:13]2[O:17][C:16]([CH3:19])(C)C(C)(C)[O:14]2)=[C:6]([C:9]([F:12])=[CH:10][CH:11]=1)C=O)[CH3:2].[OH-].[Na+].[N+:24](C)([O-:26])=[O:25].Cl>O>[CH2:1]([O:3][C:4]1[C:5]2[B:13]([OH:14])[O:17][CH:16]([CH2:19][N+:24]([O-:26])=[O:25])[C:6]=2[C:9]([F:12])=[CH:10][CH:11]=1)[CH3:2] |f:1.2|. Procedure: 3-Ethoxy-6-fluoro-2-(4,4,5,5-tetramethyl-[1,3,2]dioxaborolan-2-yl)-benzaldehyde (1.65 g, 5.61 mmol) was added to a solution of NaOH (225 mg, 5.60 mmol) in H2O (10 mL) and stirred for 10 min at RT. Added nitromethane (1.03 g, 16.83 mmol) dropwise and stirred for 4 h at RT. The reaction mixture was acidified with 4N HCl and extracted with ethyl acetate. Organic layer was washed with water, brine and dried over MgSO4, filtered and concentrated in vacuo. Purification of the residue by flash column c... The reactants are [Li]CCCC, CN(C)C=O, CCCCCC, CCOCC, [Cl-], [Na+], c1ccc(Cc2cccs2)cc1. Product: O=Cc1ccc(Cc2ccccc2)s1. Reaction SMILES: [CH2:1]([Li:2])[CH2:3][CH2:4][CH3:5].[CH3:18][N:19]([CH:20]=[O:21])[CH3:22].[CH3:25][CH2:26][CH2:27][CH2:28][CH2:29][CH3:30].[CH3:31][CH2:32][O:33][CH2:34][CH3:35].[Cl-:24].[Na+:23].[c:6]1([CH2:12][c:13]2[s:14][cH:15][cH:16][cH:17]2)[cH:7][cH:8][cH:9][cH:10][cH:11]1>>[c:6]1([CH2:12][c:13]2[s:14][c:15]([CH:20]=[O:21])[cH:16][cH:17]2)[cH:7][cH:8][cH:9][cH:10][cH:11]1.